From a dataset of the Open Reaction Database (ORD), a public repository of structured organic reaction records. describe an organic reaction: reactants, conditions, products, and yield Starting materials: E9, FC=1C=C(C=C(C1OC1=CC(=NC=C1)C(F)(F)F)F)CO ((3,5-difluoro-4-((2-(trifluoromethyl)pyridin-4-yl)oxy)phenyl)methanol), C(C)(C)(C)OC(=O)N1C(CN2C(N=C(C=C21)Cl)=O)(C)C (tert-butyl-7-chloro-2,2-dimethyl-5-oxo-2,3-dihydroimidazo[1,2-c]pyrimidine-1(5H)-carboxylate). Yields the product FC=1C=C(COC=2C=C3N(C(N2)=O)CC(N3)(C)C)C=C(C1OC1=CC(=NC=C1)C(F)(F)F)F (7-((3,5-difluoro-4-((2-(trifluoromethyl)pyridin-4-yl)oxy)benzyl)oxy)-2,2-dimethyl-2,3-dihydroimidazo[1,2-c]pyrimidin-5(1H)-one). RXN SMILES: [F:1][C:2]1[CH:3]=[C:4]([CH2:20][OH:21])[CH:5]=[C:6]([F:19])[C:7]=1[O:8][C:9]1[CH:14]=[CH:13][N:12]=[C:11]([C:15]([F:18])([F:17])[F:16])[CH:10]=1.C(OC([N:29]1[C:37]2[N:32]([C:33](=[O:39])[N:34]=[C:35](Cl)[CH:36]=2)[CH2:31][C:30]1([CH3:41])[CH3:40])=O)(C)(C)C>>[F:1][C:2]1[CH:3]=[C:4]([CH:5]=[C:6]([F:19])[C:7]=1[O:8][C:9]1[CH:14]=[CH:13][N:12]=[C:11]([C:15]([F:16])([F:17])[F:18])[CH:10]=1)[CH2:20][O:21][C:35]1[CH:36]=[C:37]2[NH:29][C:30]([CH3:41])([CH3:40])[CH2:31][N:32]2[C:33](=[O:39])[N:34]=1. Reported procedure: The title compound was prepared by a procedure similar to that described for E9 starting from (3,5-difluoro-4-((2-(trifluoromethyl)pyridin-4-yl)oxy)phenyl)methanol and tert-butyl-7-chloro-2,2-dimethyl-5-oxo-2,3-dihydroimidazo[1,2-c]pyrimidine-1(5H)-carboxylate. The product is CC(C)(C)OC(=O)NC1CCN(CC2CCCCC2)CC1. As a reaction SMILES: [CH:15]1([CH:21]=[O:22])[CH2:16][CH2:17][CH2:18][CH2:19][CH2:20]1.[NH:1]1[CH2:2][CH2:3][CH:4]([NH:7][C:8]([O:9][C:10]([CH3:11])([CH3:12])[CH3:13])=[O:14])[CH2:5][CH2:6]1>>[N:1]1([CH2:21][CH:15]2[CH2:16][CH2:17][CH2:18][CH2:19][CH2:20]2)[CH2:2][CH2:3][CH:4]([NH:7][C:8]([O:9][C:10]([CH3:11])([CH3:12])[CH3:13])=[O:14])[CH2:5][CH2:6]1. The reactants are O=CC1CCCCC1, CC(C)(C)OC(=O)NC1CCNCC1. The reactants are CNC(=O)C1=NC=CC(=C1)OC1=CC=C2CCNCC2=C1 (N-methyl-4-(1,2,3,4-tetrahydroisoquinolin-7-yloxy)pyridine-2-carboxamide), FC1=C(C=CC(=C1)N=C=O)C (2-fluoro-4isocyanato-1-methylbenzene), O (Water). Solvent: CN(C)C=O (DMF). Conditions: time 24 hour. Product: FC=1C=C(C=CC1C)NC(=O)N1CC2=CC(=CC=C2CC1)OC1=CC(=NC=C1)C(=O)NC (N-(3-fluoro-4-methylphenyl)-7-({2-[(methylamino)carbonyl]-pyridin-4-yl}oxy)-3,4-dihydroisoquinoline-2(1H)-carboxamide). RXN SMILES: [CH3:1][NH:2][C:3]([C:5]1[CH:10]=[C:9]([O:11][C:12]2[CH:21]=[C:20]3[C:15]([CH2:16][CH2:17][NH:18][CH2:19]3)=[CH:14][CH:13]=2)[CH:8]=[CH:7][N:6]=1)=[O:4].[F:22][C:23]1[CH:28]=[C:27]([N:29]=[C:30]=[O:31])[CH:26]=[CH:25][C:24]=1[CH3:32].O>CN(C=O)C>[F:22][C:23]1[CH:28]=[C:27]([NH:29][C:30]([N:18]2[CH2:17][CH2:16][C:15]3[C:20](=[CH:21][C:12]([O:11][C:9]4[CH:8]=[CH:7][N:6]=[C:5]([C:3]([NH:2][CH3:1])=[O:4])[CH:10]=4)=[CH:13][CH:14]=3)[CH2:19]2)=[O:31])[CH:26]=[CH:25][C:24]=1[CH3:32]. Procedure: To a solution of N-methyl-4-(1,2,3,4-tetrahydroisoquinolin-7-yloxy)pyridine-2-carboxamide (34 mg, 0.12 mmol) in DMF (1 mL) was added to 2-fluoro-4isocyanato-1-methylbenzene (21.8 mg, 0.144 mmol). The reaction mixture was allowed to stir for 24 h. Water added and the resulting solid was separated and purified by reverse phase HPLC to N-(3-fluoro-4-methylphenyl)-7-({2-[(methylamino)carbonyl]-pyridin-4-yl}oxy)-3,4-dihydroisoquinoline-2(1H)-carboxamide (32 mg, 61%). LCMS: (AA) ES+) 435.5. Reactants: CO, COC(=O)c1cccc([N+](=O)[O-])c1OC, [Na+], [OH-]. Product: COc1c(C(=O)O)cccc1[N+](=O)[O-]. RXN SMILES: [CH3:18][OH:19].[CH3:3][O:4][c:5]1[c:6]([C:7](=[O:8])[O:9][CH3:10])[cH:11][cH:12][cH:13][c:14]1[N+:15](=[O:16])[O-:17].[Na+:2].[OH-:1]>>[CH3:3][O:4][c:5]1[c:6]([C:7](=[O:8])[OH:9])[cH:11][cH:12][cH:13][c:14]1[N+:15](=[O:16])[O-:17].